This data is from the Open Reaction Database (ORD), a public repository of structured organic reaction records. The task is: describe an organic reaction: reactants, conditions, products, and yield Starting materials: Fc1ccc(-c2cn3ccoc3n2)c(F)c1, O=C1CCC(=O)N1I, CN(C)C=O, O. The product is Fc1ccc(-c2nc3occn3c2I)c(F)c1. Reaction SMILES: [F:1][c:2]1[c:3](-[c:9]2[n:10][c:11]3[o:12][cH:13][cH:14][n:15]3[cH:16]2)[cH:4][cH:5][c:6]([F:8])[cH:7]1.[O:17]=[C:18]1[N:19]([I:24])[C:20](=[O:21])[CH2:22][CH2:23]1.[O:26]=[CH:27][N:28]([CH3:29])[CH3:30].[OH2:25]>>[F:1][c:2]1[c:3](-[c:9]2[n:10][c:11]3[o:12][cH:13][cH:14][n:15]3[c:16]2[I:24])[cH:4][cH:5][c:6]([F:8])[cH:7]1. Starting materials: COC(=O)CBr, O=C(c1ccccc1)c1ccc[nH]1, CC(C)(C)[O-], [K+], CN(C)C=O, O. The product is COC(=O)Cn1cccc1C(=O)c1ccccc1. As a reaction SMILES: [Br:20][CH2:21][C:22](=[O:23])[O:24][CH3:25].[C:7]([c:8]1[cH:9][cH:10][cH:11][cH:12][cH:13]1)(=[O:14])[c:15]1[nH:16][cH:17][cH:18][cH:19]1.[CH3:1][C:2]([CH3:3])([O-:4])[CH3:5].[K+:6].[O:27]=[CH:28][N:29]([CH3:30])[CH3:31].[OH2:26]>>[C:7]([c:8]1[cH:9][cH:10][cH:11][cH:12][cH:13]1)(=[O:14])[c:15]1[n:16]([CH2:21][C:22](=[O:23])[O:24][CH3:25])[cH:17][cH:18][cH:19]1. Reaction SMILES: [Cl:1][c:2]1[c:3]([OH:17])[cH:4][c:5]([N:12]2[CH2:13][CH2:14][CH2:15][CH2:16]2)[c:6]2[cH:7][cH:8][cH:9][cH:10][c:11]12.[H:18][H:19].[K+:21].[OH-:20]>>[cH:2]1[c:3]([OH:17])[cH:4][c:5]([N:12]2[CH2:13][CH2:14][CH2:15][CH2:16]2)[c:6]2[cH:7][cH:8][cH:9][cH:10][c:11]12. Starting materials: Oc1cc(N2CCCC2)c2ccccc2c1Cl, [H][H], [K+], [OH-]. Product: Oc1cc(N2CCCC2)c2ccccc2c1. Reactants: alcohol, ClC1=NC=C(C=N1)C(C(F)(F)F)(C(F)(F)F)O ((2-chloro-5-pyrimidinyl)-1,1,1,3,3,3-hexafluoro-2-propanol), ClC1=NC=C(C=N1)C(C(F)(F)F)(C(F)(F)F)O ((2-chloro-5-pyrimidinyl)-1,1,1,3,3,3-hexafluoro-2-propanol), CCN(C(C)C)C(C)C (Hünig's base), Cl.Cl.Cl.C(C1=CC=CC=C1)OC1C2COCC(C1)N2C[C@@H]2NCCNC2 (6-(benzyloxy)-8-((2R)-2-piperazinylmethyl)-3-oxa-8-azabicyclo[3.2.1]octane tris-hydrochloride), S1C(=NC=C1)S(=O)(=O)Cl (thiazole-2-sulfonyl chloride), B(Cl)(Cl)Cl (BCl3). Solvent: O (water), O1CCOCC1 (dioxane), C(Cl)Cl (CH2Cl2), CO (MeOH), C(Cl)Cl (CH2Cl2). Reaction conditions: temperature 85 celsius, time 30 minute. Yields the product FC(C(C(F)(F)F)(O)C=1C=NC(=NC1)N1[C@H](CN(CC1)S(=O)(=O)C=1SC=CN1)CN1C2COCC1C(C2)O)(F)F (8-(((S)-1-(5-(1,1,1,3,3,3-hexafluoro-2-hydroxypropan-2-yl)pyrimidin-2-yl)-4-(thiazol-2-ylsulfonyl)piperazin-2-yl)methyl)-3-oxa-8-azabicyclo[3.2.1]octan-6-ol). Isolated yield 10.5%. As a reaction SMILES: Cl.Cl.Cl.C([O:11][CH:12]1[CH2:18][CH:17]2[N:19]([CH2:20][C@H:21]3[CH2:26][NH:25][CH2:24][CH2:23][NH:22]3)[CH:13]1[CH2:14][O:15][CH2:16]2)C1C=CC=CC=1.[S:27]1[CH:31]=[CH:30][N:29]=[C:28]1[S:32](Cl)(=[O:34])=[O:33].Cl[C:37]1[N:42]=[CH:41][C:40]([C:43]([OH:52])([C:48]([F:51])([F:50])[F:49])[C:44]([F:47])([F:46])[F:45])=[CH:39][N:38]=1.CCN(C(C)C)C(C)C.B(Cl)(Cl)Cl>O.CO.C(Cl)Cl.O1CCOCC1>[F:47][C:44]([F:45])([F:46])[C:43]([C:40]1[CH:41]=[N:42][C:37]([N:22]2[CH2:23][CH2:24][N:25]([S:32]([C:28]3[S:27][CH:31]=[CH:30][N:29]=3)(=[O:34])=[O:33])[CH2:26][C@@H:21]2[CH2:20][N:19]2[CH:13]3[CH:12]([OH:11])[CH2:18][CH:17]2[CH2:16][O:15][CH2:14]3)=[N:38][CH:39]=1)([OH:52])[C:48]([F:51])([F:50])[F:49] |f:0.1.2.3|. Procedure: A 100-mL round-bottomed was charged with 6-(benzyloxy)-8-((2R)-2-piperazinylmethyl)-3-oxa-8-azabicyclo[3.2.1]octane tris-hydrochloride (0.400 g, 0.937 mmol, Example 79, Step 2), 10 mL of CH2Cl2, and thiazole-2-sulfonyl chloride (0.210 g, 1.031 mmol, Bioorg. Med. Chem., 2006, 14, 6628). The mixture was diluted with water and extracted with EtOAc. The combined organics were dried (MgSO4), filtered, and concentrated to give an oil. Purification via column chromatography on silica gel (0 to 10% MeOH... The reactants are CCN(C(C)C)C(C)C, FC(F)(F)c1nnc2ccc(Cl)nn12, OCC1CNC1, CN(C)C=O. The product is OCC1CN(c2ccc3nnc(C(F)(F)F)n3n2)C1. Reaction SMILES: [CH:21]([N:22]([CH2:23][CH3:24])[CH:25]([CH3:26])[CH3:27])([CH3:28])[CH3:29].[Cl:1][c:2]1[cH:3][cH:4][c:5]2[n:6]([n:7]1)[c:8]([C:11]([F:12])([F:13])[F:14])[n:9][n:10]2.[NH:15]1[CH2:16][CH:17]([CH2:19][OH:20])[CH2:18]1.[O:30]=[CH:31][N:32]([CH3:33])[CH3:34]>>[c:2]1([N:15]2[CH2:16][CH:17]([CH2:19][OH:20])[CH2:18]2)[cH:3][cH:4][c:5]2[n:6]([n:7]1)[c:8]([C:11]([F:12])([F:13])[F:14])[n:9][n:10]2. Starting materials: C(C)O (ethanol), ClC=1C=CC(=C(C1)[C@@]1(C(N(C2=CC(=CC=C12)C(F)(F)F)COC1O[C@@H]([C@@H]([C@@H]([C@H]1OCC1=CC=CC=C1)OCC1=CC=CC=C1)OCC1=CC=CC=C1)COCC1=CC=CC=C1)=O)F)OC (3-(S)-(5-Chloro-2-methoxy-phenyl)-3-fluoro-6-trifluoromethyl-1-(3-(R),4-(S),5-(S)-tris-benzyloxy-6-(R)benzyloxymethyl-tetrahydro-pyran-2-yloxymethyl)-1,3-dihydro-indol-2-one). The reagents and catalysts are [Pt]=O (platinum oxide). Run in C(C)(=O)OCC (ethyl acetate). Conditions: time 6 day. Product: ClC=1C=CC(=C(C1)[C@@]1(C(N(C2=CC(=CC=C12)C(F)(F)F)COC1O[C@@H]([C@H]([C@@H]([C@H]1O)O)O)CO)=O)F)OC (3-(S)-(5-Chloro-2-methoxy-phenyl)-3-fluoro-6-trifluoromethyl-1-(3-(R),4-(S),5-(S)-trihydroxy-6-(R)-hydroxymethyl-tetrahydro-pyran-2-yloxymethyl)-1,3-dihydro-indol-2-one), solid. Isolated yield 60.0%. As a reaction SMILES: [Cl:1][C:2]1[CH:3]=[CH:4][C:5]([O:64][CH3:65])=[C:6]([C@@:8]2([F:63])[C:16]3[C:11](=[CH:12][C:13]([C:17]([F:20])([F:19])[F:18])=[CH:14][CH:15]=3)[N:10]([CH2:21][O:22][CH:23]3[C@H:28]([O:29]CC4C=CC=CC=4)[C@@H:27]([O:37]CC4C=CC=CC=4)[C@@H:26]([O:45]CC4C=CC=CC=4)[C@@H:25]([CH2:53][O:54]CC4C=CC=CC=4)[O:24]3)[C:9]2=[O:62])[CH:7]=1.C(O)C>[Pt]=O.C(OCC)(=O)C>[Cl:1][C:2]1[CH:3]=[CH:4][C:5]([O:64][CH3:65])=[C:6]([C@@:8]2([F:63])[C:16]3[C:11](=[CH:12][C:13]([C:17]([F:18])([F:19])[F:20])=[CH:14][CH:15]=3)[N:10]([CH2:21][O:22][CH:23]3[C@H:28]([OH:29])[C@@H:27]([OH:37])[C@H:26]([OH:45])[C@@H:25]([CH2:53][OH:54])[O:24]3)[C:9]2=[O:62])[CH:7]=1. Procedure: To a round bottom flask containing a solution of 3-(S)-(5-Chloro-2-methoxy-phenyl)-3-fluoro-6-trifluoromethyl-1-(3-(R),4-(S),5-(S)-tris-benzyloxy-6-(R)benzyloxymethyl-tetrahydro-pyran-2-yloxymethyl)-1,3-dihydro-indol-2-one; (3-(S)-VI) (0.768 g, 0.84 mmol) in 1:1 ethanol:ethyl acetate (6 mL) was added platinum oxide (0.095 g, 0.42 mmol). The reaction was allowed to run at room temperature under a hydrogen atmosphere for 6 days. Once complete, the reaction was filtered through a bed of celite and ... The product is O=C(Nc1ccnn1-c1ccccc1)Oc1ccccc1. RXN SMILES: [Cl:23][CH2:24][Cl:25].[c:13]1([O:19][C:20](=[O:21])[Cl:22])[cH:14][cH:15][cH:16][cH:17][cH:18]1.[c:1]1(-[n:7]2[n:8][cH:9][cH:10][c:11]2[NH2:12])[cH:2][cH:3][cH:4][cH:5][cH:6]1>>[c:1]1(-[n:7]2[n:8][cH:9][cH:10][c:11]2[NH:12][C:20]([O:19][c:13]2[cH:14][cH:15][cH:16][cH:17][cH:18]2)=[O:21])[cH:2][cH:3][cH:4][cH:5][cH:6]1. The reactants are ClCCl, O=C(Cl)Oc1ccccc1, Nc1ccnn1-c1ccccc1. Starting materials: CCCN1C(=O)N(Cc2ccc(C)cc2)CC1CCOc1ccc(CC(C)(Oc2ccccc2)C(=O)OCC)cc1, CCO, [Na+], [OH-]. RXN SMILES: [CH2:1]([CH3:2])[O:3][C:4]([C:5]([CH2:6][c:7]1[cH:8][cH:9][c:10]([O:13][CH2:14][CH2:15][CH:16]2[N:17]([CH2:30][CH2:31][CH3:32])[C:18](=[O:29])[N:19]([CH2:21][c:22]3[cH:23][cH:24][c:25]([CH3:28])[cH:26][cH:27]3)[CH2:20]2)[cH:11][cH:12]1)([O:33][c:34]1[cH:35][cH:36][cH:37][cH:38][cH:39]1)[CH3:40])=[O:41].[CH3:44][CH2:45][OH:46].[Na+:43].[OH-:42]>>[O:3]=[C:4]([C:5]([CH2:6][c:7]1[cH:8][cH:9][c:10]([O:13][CH2:14][CH2:15][CH:16]2[N:17]([CH2:30][CH2:31][CH3:32])[C:18](=[O:29])[N:19]([CH2:21][c:22]3[cH:23][cH:24][c:25]([CH3:28])[cH:26][cH:27]3)[CH2:20]2)[cH:11][cH:12]1)([O:33][c:34]1[cH:35][cH:36][cH:37][cH:38][cH:39]1)[CH3:40])[OH:41]. Product: CCCN1C(=O)N(Cc2ccc(C)cc2)CC1CCOc1ccc(CC(C)(Oc2ccccc2)C(=O)O)cc1.